From a dataset of the Open Reaction Database (ORD), a public repository of structured organic reaction records. describe an organic reaction: reactants, conditions, products, and yield Yield: 95.0%. Reaction SMILES: [C:1]([N:4]1[C:8](=[O:9])[CH:7]=[CH:6][C:5]1=[O:10])(=[O:3])[NH2:2].[CH:11]([OH:14])([CH3:13])[CH3:12]>>[C:8]([O:14][CH:11]([CH3:13])[CH3:12])(=[O:9])/[CH:7]=[CH:6]\[C:5](=[O:10])[NH:4][C:1](=[O:3])[NH2:2]. Procedure details: The addition of isopropanol to N-carbamylmaleimide under the conditions of Example C afforded a 95% yield of isopropyl maleurate. M.P.: 113°-14° C.; 1H NMR (CDCl3): δ10.6 (br s, 1H), 8.2 (br s, 1H), 6.3 (AB, 2H), 5.8 (br s, 1H), 5.2 (quintet, 1H), 1.3 (d, 6H); HPLC (20% CH3CN/H2O, C8): Rt=5.6 minutes. The product is C(\C=C/C(NC(N)=O)=O)(=O)OC(C)C (isopropyl maleurate). The reactants are C(N)(=O)N1C(C=CC1=O)=O (N-carbamylmaleimide), C(C)(C)O (isopropanol).